Dataset: the Open Reaction Database (ORD), a public repository of structured organic reaction records. Task: describe an organic reaction: reactants, conditions, products, and yield The reactants are C(C)(=O)OCC1=NC=C(C(=C1)OCC)C ((4-ethoxy-5-methyl-2-pyridyl)methyl acetate), [OH-].[Na+] (sodium hydroxide). Run in C(C)O (ethanol). Reaction conditions: time 3 hour. The product is C(C)OC1=CC(=NC=C1C)CO (4-ethoxy-5-methyl-2-pyridylmethanol). As a reaction SMILES: C([O:4][CH2:5][C:6]1[CH:11]=[C:10]([O:12][CH2:13][CH3:14])[C:9]([CH3:15])=[CH:8][N:7]=1)(=O)C.[OH-].[Na+]>C(O)C>[CH2:13]([O:12][C:10]1[C:9]([CH3:15])=[CH:8][N:7]=[C:6]([CH2:5][OH:4])[CH:11]=1)[CH3:14] |f:1.2|. Procedure details: 7.4 g of (4-ethoxy-5-methyl-2-pyridyl)methyl acetate were dissolved in 46 ml of ethanol. 23 ml of 3N sodium hydroxide solution were then added dropwise thereto and the mixture was stirred at room temperature for a further 3 hours. The ethanol was subsequently removed in vacuo, whereupon the residual aqueous solution was extracted three times with 100 ml of methylene chloride. The organic extracts were dried over sodium sulfate and evaporated in vacuo. The residue was crystallized from petroleum ... The reactants are BrC=1C=2C3=C(C(NC2C=CC1OC)=O)SC(=C3)C (9-bromo-8-methoxy-2-methylthieno[2,3-c]quinolin-4(5H)-one), C(C)(C)(C)OC(=O)NCC1=CC=C(C=C1)B(O)O (4-[(tert-butoxycarbonylamino)methyl]phenylboronic acid). The product is COC1=C(C=2C3=C(C(NC2C=C1)=O)SC(=C3)C)C3=CC=C(CNC(OC(C)(C)C)=O)C=C3 (tert-Butyl 4-(8-Methoxy-2-methyl-4-oxo-4,5-dihydrothieno[2,3-c]quinolin-9-yl)benzylcarbamate). Yield: 57.3%. RXN SMILES: Br[C:2]1[C:3]2[C:4]3[CH:17]=[C:16]([CH3:18])[S:15][C:5]=3[C:6](=[O:14])[NH:7][C:8]=2[CH:9]=[CH:10][C:11]=1[O:12][CH3:13].[C:19]([O:23][C:24]([NH:26][CH2:27][C:28]1[CH:33]=[CH:32][C:31](B(O)O)=[CH:30][CH:29]=1)=[O:25])([CH3:22])([CH3:21])[CH3:20]>>[CH3:13][O:12][C:11]1[CH:10]=[CH:9][C:8]2[NH:7][C:6](=[O:14])[C:5]3[S:15][C:16]([CH3:18])=[CH:17][C:4]=3[C:3]=2[C:2]=1[C:31]1[CH:32]=[CH:33][C:28]([CH2:27][NH:26][C:24](=[O:25])[O:23][C:19]([CH3:20])([CH3:21])[CH3:22])=[CH:29][CH:30]=1. Procedure details: Following General Procedure B A, 9-bromo-8-methoxy-2-methylthieno[2,3-c]quinolin-4(5H)-one (100 mg, 0.31 mmol) was reacted with 4-[(tert-butoxycarbonylamino)methyl]phenylboronic acid (120 mg, 0.40 mmol) to afford desired product (80 mg, 55%) as a brown solid: ESI MS m/z 451 [C25H26N2O4S+H]+. Starting materials: diethylcarbonyl chloride, C(C)(C)N(C(C)C)CC (N,N-diisopropylethylamine), FC(C(=O)O)(F)F.C(C)N(C(=O)NC=1C(=NNC1)C1=NC2=C(N1)C=C(C(=C2)F)OCCN2CCCCC2)CC (1,1-diethyl-3-{3-[5-fluoro-6-(2-piperidin-1-ylethoxy)-1H-benzimidazol-2-yl]-1H-pyrazol-4-yl}urea Trifluoroacetate), C1CCOC1 (THF). Reaction SMILES: [CH:1]([N:4]([CH2:8]C)[CH:5](C)C)(C)C.F[C:11](F)(F)[C:12]([OH:14])=O.[CH2:17]([N:19]([CH2:47][CH3:48])[C:20]([NH:22][C:23]1[C:24]([C:28]2[NH:32][C:31]3[CH:33]=[C:34]([O:38][CH2:39][CH2:40]N4CCCCC4)[C:35]([F:37])=[CH:36][C:30]=3[N:29]=2)=[N:25][NH:26][CH:27]=1)=[O:21])[CH3:18].[CH2:49]1[CH2:53]OC[CH2:50]1>>[CH3:8][N:4]([CH3:1])[CH2:5][CH2:40][CH2:39][O:38][C:34]1[C:35]([F:37])=[CH:36][C:30]2[N:29]=[C:28]([C:24]3[C:23]([NH:22][C:20](=[O:21])[N:19]([CH2:17][CH3:18])[CH2:47][CH3:48])=[CH:27][N:26]([CH:12]4[CH2:11][CH2:53][CH2:49][CH2:50][O:14]4)[N:25]=3)[NH:32][C:31]=2[CH:33]=1 |f:1.2|. Procedure details: 1.4 mL of diethylcarbonyl chloride and 1.8 mL of N,N-diisopropylethylamine are added to a solution of 0.9 g of intermediate 1 in 30 mL of THF. The reaction mixture is heated at 52° C. for 24 hours. The reaction medium is cooled to ambient temperature and washed with 30 mL of a saturated solution of sodium bicarbonate. The aqueous phase is extracted with three times 30 mL of EtOAc. The organic phases are dried over MgSO4, filtered and concentrated under vacuum in a rotary evaporator. 1.4 g of 3-[... Yields the product CN(CCCOC=1C(=CC2=C(NC(=N2)C2=NN(C=C2NC(N(CC)CC)=O)C2OCCCC2)C1)F)C (3-[3-[6-(3-dimethylaminopropoxy)-5-fluoro-1H-benzimidazol-2-yl]-1-(tetrahydropyran-2-yl)-1H-pyrazol-4-yl]-1,1-diethylurea). Run at temperature 52 celsius. Starting materials: COC(=O)CC1(CNC(=O)c2ccccc2[N+](=O)[O-])CCCCC1, CCO. Yields the product COC(=O)CC1(CNC(=O)c2ccccc2N)CCCCC1. As a reaction SMILES: [CH3:1][O:2][C:3]([CH2:4][C:5]1([CH2:11][NH:12][C:13]([c:14]2[c:15]([N+:20]([O-:21])=[O:22])[cH:16][cH:17][cH:18][cH:19]2)=[O:23])[CH2:6][CH2:7][CH2:8][CH2:9][CH2:10]1)=[O:24].[CH3:25][CH2:26][OH:27]>>[CH3:1][O:2][C:3]([CH2:4][C:5]1([CH2:11][NH:12][C:13]([c:14]2[c:15]([NH2:20])[cH:16][cH:17][cH:18][cH:19]2)=[O:23])[CH2:6][CH2:7][CH2:8][CH2:9][CH2:10]1)=[O:24].